The task is: describe an organic reaction: reactants, conditions, products, and yield. This data is from the Open Reaction Database (ORD), a public repository of structured organic reaction records. The reactants are ClC1=CC=C(C(=O)Cl)C=C1 (p-chlorobenzoyl chloride), COC1=CC=C(C=C1)NCC(=O)OCC (Ethyl p-anisidinoacetate), C(=O)([O-])[O-].[K+].[K+] (potash), ClC1=CC=C(C(=O)N(C2=CC=C(OC)C=C2)CC(=O)OCC)C=C1 (ethyl N-(p-chlorobenzoyl)-p-anisidinoacetate). Run in N1=CC=CC=C1 (pyridine), C1=CC=CC=C1 (benzene). The product is ClC1=CC=C(C(=O)N(C2=CC=C(OC)C=C2)CC(=O)O)C=C1 (N-(p-chlorobenzoyl)-p-anisidinoacetic acid). RXN SMILES: COC1C=CC(NCC(OCC)=O)=CC=1.ClC1C=CC(C(Cl)=O)=CC=1.[Cl:26][C:27]1[CH:49]=[CH:48][C:30]([C:31]([N:33]([CH2:42][C:43]([O:45]CC)=[O:44])[C:34]2[CH:41]=[CH:40][C:37]([O:38][CH3:39])=[CH:36][CH:35]=2)=[O:32])=[CH:29][CH:28]=1.C([O-])([O-])=O.[K+].[K+]>N1C=CC=CC=1.C1C=CC=CC=1>[Cl:26][C:27]1[CH:28]=[CH:29][C:30]([C:31]([N:33]([CH2:42][C:43]([OH:45])=[O:44])[C:34]2[CH:41]=[CH:40][C:37]([O:38][CH3:39])=[CH:36][CH:35]=2)=[O:32])=[CH:48][CH:49]=1 |f:3.4.5|. Procedure details: Ethyl p-anisidinoacetate is dissolved in an inert solvent (benzene) and is mixed with an equivalent quantity of p-chlorobenzoyl chloride in the presence of an equivalent quantity of pyridine. The resultant ethyl N-(p-chlorobenzoyl)-p-anisidinoacetate is saponified with alcoholic potash to produce N-(p-chlorobenzoyl)-p-anisidinoacetic acid, melting point: 195° to 197°. As a reaction SMILES: [Br:1][C:2]1[C:3]([O:26]C)=[C:4]2[C:8](=[CH:9][CH:10]=1)[N:7]([C:11]1[CH:16]=[CH:15][C:14]([O:17]CC3C=CC=CC=3)=[C:13]([F:25])[CH:12]=1)[N:6]=[CH:5]2.B(Br)(Br)Br.O.C(OCC)(=O)C>ClCCl>[Br:1][C:2]1[CH:10]=[CH:9][C:8]2[N:7]([C:11]3[CH:16]=[CH:15][C:14]([OH:17])=[C:13]([F:25])[CH:12]=3)[N:6]=[CH:5][C:4]=2[C:3]=1[OH:26]. The reactants are BrC=1C(=C2C=NN(C2=CC1)C1=CC(=C(C=C1)OCC1=CC=CC=C1)F)OC (5-bromo-1-{3-fluoro-4-[(phenylmethyl)oxy]phenyl}-4-(methyloxy)-1H-indazole), O (Water), C(C)(=O)OCC (ethyl acetate), B(Br)(Br)Br (boron tribromide). Procedure details: A solution of 5-bromo-1-{3-fluoro-4-[(phenylmethyl)oxy]phenyl}-4-(methyloxy)-1H-indazole (D20) (71 mg) in dry dichloromethane (2 mL) was cooled to −78° C. under argon and treated dropwise with boron tribromide solution (0.75 mL of 1M solution in dichloromethane, 0.75 mmol). The mixture was allowed to reach room temperature and was stirred overnight. Water and ethyl acetate were added and the pH of the aqueous layer was adjusted to 7 and the product was extracted into ethyl acetate. The extracts ... Run in ClCCl (dichloromethane). Yields the product BrC1=C(C=2C=NN(C2C=C1)C1=CC(=C(C=C1)O)F)O (5-Bromo-1-(3-fluoro-4-hydroxyphenyl)-1H-indazol-4-ol). Yield: 74.5%. Run at time 8 hour. Starting materials: O=C(O)c1ccc(Br)cc1, CC(C)(C)c1cccc(NC(=O)c2ccc(N3CCNCC3)c(Cl)c2)c1, CC(C)(C)c1cccc(NC(=O)c2ccc(N3CCN(c4ccc(C(=O)O)cc4)CC3)c(F)c2)c1. The product is CC(C)(C)c1cccc(NC(=O)c2ccc(N3CCN(c4ccc(C(=O)O)cc4)CC3)c(Cl)c2)c1. RXN SMILES: [Br:27][c:28]1[cH:29][cH:30][c:31]([C:32](=[O:33])[OH:34])[cH:35][cH:36]1.[C:1]([CH3:2])([CH3:3])([CH3:4])[c:5]1[cH:6][c:7]([NH:11][C:12]([c:13]2[cH:14][c:15]([Cl:25])[c:16]([N:19]3[CH2:20][CH2:21][NH:22][CH2:23][CH2:24]3)[cH:17][cH:18]2)=[O:26])[cH:8][cH:9][cH:10]1.[C:37]([c:38]1[cH:39][c:40]([NH:41][C:42]([c:43]2[cH:44][cH:45][c:46]([N:47]3[CH2:48][CH2:49][N:50]([c:51]4[cH:52][cH:53][c:54]([C:55]([OH:56])=[O:57])[cH:58][cH:59]4)[CH2:60][CH2:61]3)[c:62]([F:63])[cH:64]2)=[O:65])[cH:66][cH:67][cH:68]1)([CH3:69])([CH3:70])[CH3:71]>>[C:1]([CH3:2])([CH3:3])([CH3:4])[c:5]1[cH:6][c:7]([NH:11][C:12]([c:13]2[cH:14][c:15]([Cl:25])[c:16]([N:19]3[CH2:20][CH2:21][N:22]([c:28]4[cH:29][cH:30][c:31]([C:32](=[O:33])[OH:34])[cH:35][cH:36]4)[CH2:23][CH2:24]3)[cH:17][cH:18]2)=[O:26])[cH:8][cH:9][cH:10]1. Starting materials: C(C1=CC=CC=C1)NC(=O)C1CC(C2C(CCC=3C=CN(C23)C1)NC(C(C(C(=O)N)CCC)CC(C)C)=O)=O (N1-(2-Benzylcarbamoyl-4-oxo-1,2,4,5,6,7-hexahydro-azepino[3,2,1-hi]indol-5-yl)-2-isobutyl-3-propyl-succinamide), amine, C(C)(C)N (isopropylamine). Reported procedure: The compound of Example 3g was synthesized in a manner similar to the synthesis of the compound of Example 3a, but using isopropylamine as the amine in the last step. Cleavage of 100 mg of functionalized resin (0.55 mmol/g) and purification by RP-HPLC provided 15.5 mg (60%) of the title compound as a white powder. MS (M+H)+=485.5. The product is compound, C(C(C)C)C(C(=O)NC1CCC=2C=CN3C2C1C(CC(C3)C(NC(C)C)=O)=O)C(C(=O)N)CCC (2-Isobutyl-N1-(2-isopropylcarbamoyl-4-oxo-1,2,4,5,6,7-hexahydro-azepino[3,2,1-hi]indol-5-yl)-3-propyl-succinamide). Reaction SMILES: [CH2:1]([NH:8][C:9]([CH:11]1[CH2:23][N:21]2[C:22]3[CH:14]([CH:15]([NH:24][C:25](=[O:38])[CH:26]([CH2:34][CH:35]([CH3:37])[CH3:36])[CH:27]([CH2:31][CH2:32][CH3:33])[C:28]([NH2:30])=[O:29])[CH2:16][CH2:17][C:18]=3[CH:19]=[CH:20]2)[C:13](=[O:39])[CH2:12]1)=[O:10])[C:2]1C=CC=CC=1.[CH:40](N)(C)C>>[CH2:34]([CH:26]([CH:27]([CH2:31][CH2:32][CH3:33])[C:28]([NH2:30])=[O:29])[C:25]([NH:24][CH:15]1[CH:14]2[C:13](=[O:39])[CH2:12][CH:11]([C:9](=[O:10])[NH:8][CH:1]([CH3:40])[CH3:2])[CH2:23][N:21]3[C:22]2=[C:18]([CH:19]=[CH:20]3)[CH2:17][CH2:16]1)=[O:38])[CH:35]([CH3:37])[CH3:36]. The yield is 60.0%. The solvent is CN(C)C=O (DMF). Reactants: C(C)C1(C(NCCCC1)=O)C1=CC(=CC=C1)O (3-ethyl-3-(3-hydroxy-phenyl)-azepan-2-one), C(=O)([O-])[O-].[Cs+].[Cs+] (Cs2CO3), C(C1=CC=CC=C1)Br (benzyl bromide). Yields the product C(C)C1(C(NCCCC1)=O)C1=CC(=CC=C1)OCC1=CC=CC=C1 (3-ethyl-3-(3-benzyloxy-phenyl)-azepan-2-one). Procedure: To a solution of 3-ethyl-3-(3-hydroxy-phenyl)-azepan-2-one (Example 8, Step B) (1.28 g, 0.0055 mol) in DMF (50 mL) was added Cs2CO3 (1.79 g, 0.055 mmol) and benzyl bromide (0.653 mL, 0.0055 mmol) at ambient temperature. After 1.5 h the reaction was concentrated to remove most of the DMF and the residue was partitioned between EtOAc and H2O. The aqueous layer was washed with EtOAc, the organics combined, washed with brine, and dried (MgSO4). Filtration and concentration to dryness gave the title ... RXN SMILES: [CH2:1]([C:3]1([C:11]2[CH:16]=[CH:15][CH:14]=[C:13]([OH:17])[CH:12]=2)[CH2:9][CH2:8][CH2:7][CH2:6][NH:5][C:4]1=[O:10])[CH3:2].C([O-])([O-])=O.[Cs+].[Cs+].[CH2:24](Br)[C:25]1[CH:30]=[CH:29][CH:28]=[CH:27][CH:26]=1>CN(C=O)C>[CH2:1]([C:3]1([C:11]2[CH:16]=[CH:15][CH:14]=[C:13]([O:17][CH2:24][C:25]3[CH:30]=[CH:29][CH:28]=[CH:27][CH:26]=3)[CH:12]=2)[CH2:9][CH2:8][CH2:7][CH2:6][NH:5][C:4]1=[O:10])[CH3:2] |f:1.2.3|.